From a dataset of the Open Reaction Database (ORD), a public repository of structured organic reaction records. describe an organic reaction: reactants, conditions, products, and yield Starting materials: O=C(Cl)C(=O)Cl, ClCCl, Cl, COc1cc(F)c(-c2ccccc2)cc1C(=O)O, NCc1cccc([N+](=O)[O-])c1, CN(C)C=O. Product: COc1cc(F)c(-c2ccccc2)cc1C(=O)NCc1cccc([N+](=O)[O-])c1. RXN SMILES: [Cl:19][C:20]([C:21]([Cl:22])=[O:23])=[O:24].[Cl:42][CH2:43][Cl:44].[ClH:30].[F:1][c:2]1[cH:3][c:4]([O:17][CH3:18])[c:5]([C:14](=[O:15])[OH:16])[cH:6][c:7]1-[c:8]1[cH:9][cH:10][cH:11][cH:12][cH:13]1.[N+:31](=[O:32])([O-:33])[c:34]1[cH:35][c:36]([CH2:37][NH2:38])[cH:39][cH:40][cH:41]1.[O:25]=[CH:26][N:27]([CH3:28])[CH3:29]>>[F:1][c:2]1[cH:3][c:4]([O:17][CH3:18])[c:5]([C:14](=[O:16])[NH:38][CH2:37][c:36]2[cH:35][c:34]([N+:31](=[O:32])[O-:33])[cH:41][cH:40][cH:39]2)[cH:6][c:7]1-[c:8]1[cH:9][cH:10][cH:11][cH:12][cH:13]1. Reactants: C(C)(C)(C)C1C(CCC(C1)C1=CC=CC=C1)=O (2-tert-butyl-4-phenyl-cyclohexanone), crude product, C(C)(C)(C)C1C(C(CCC1)Cl)=O (2-tert-butyl-6-chloro-cyclohexanone). Yields the product C(C)(C)(C)C1C(C(CC(C1)C1=CC=CC=C1)Cl)=O (2-tert-butyl-6-chloro-4-phenyl-cyclohexanone). As a reaction SMILES: [C:1]([CH:5]1[CH2:10][CH:9]([C:11]2[CH:16]=[CH:15][CH:14]=[CH:13][CH:12]=2)[CH2:8][CH2:7][C:6]1=[O:17])([CH3:4])([CH3:3])[CH3:2].C(C1CCCC([Cl:28])C1=O)(C)(C)C>>[C:1]([CH:5]1[CH2:10][CH:9]([C:11]2[CH:16]=[CH:15][CH:14]=[CH:13][CH:12]=2)[CH2:8][CH:7]([Cl:28])[C:6]1=[O:17])([CH3:4])([CH3:2])[CH3:3]. Procedure details: The chlorination of 2-tert-butyl-4-phenyl-cyclohexanone takes place in a manner similar to that described above for the preparation of 2-tert-butyl-6-chloro-cyclohexanone. The title compound is reacted as a crude product without further characterization. The reactants are ice water, CC(CNC(=O)NNC(=O)N)COC1=CC(=CC=C1)CN1CCCCC1 (N-[2-Methyl-3-[3-(1-piperidinylmethyl)phenoxy]propyl]-1,2-hydrazine dicarboxamide), N (ammonia). Run in P(=O)(Cl)(Cl)Cl (phosphorus oxychloride). Yields the product CC(CNC=1OC(=NN1)N)COC1=CC(=CC=C1)CN1CCCCC1 ((±)-N-[2-Methyl-3-[3-(1-piperidinylmethyl)phenoxy]propyl]1,3,4-oxadiazole-2,5-diamine). As a reaction SMILES: [CH3:1][CH:2]([CH2:12][O:13][C:14]1[CH:19]=[CH:18][CH:17]=[C:16]([CH2:20][N:21]2[CH2:26][CH2:25][CH2:24][CH2:23][CH2:22]2)[CH:15]=1)[CH2:3][NH:4][C:5]([NH:7][NH:8][C:9]([NH2:11])=[O:10])=O.N>P(Cl)(Cl)(Cl)=O>[CH3:1][CH:2]([CH2:12][O:13][C:14]1[CH:19]=[CH:18][CH:17]=[C:16]([CH2:20][N:21]2[CH2:26][CH2:25][CH2:24][CH2:23][CH2:22]2)[CH:15]=1)[CH2:3][NH:4][C:5]1[O:10][C:9]([NH2:11])=[N:8][N:7]=1. Procedure details: 7 mmol of N-[2-Methyl-3-[3-(1-piperidinylmethyl)phenoxy]propyl]-1,2-hydrazine dicarboxamide in 30 ml of phosphorus oxychloride are stirred for 6 hours at 50°-60° C. When cooled, the reaction mixture is poured out on 300 ml of ice water and neutralized by the addition of concentrated ammonia solution with cooling. The product is extracted with ether and the combined ether extracts are washed, dehydrated and concentrated by evaporation. The solid residue is recrystallised from ether. The reactants are CC12CCCC(C2CCC1C(CCCC1(OC(OC1)(C)C)C)C)O (octahydro-7a-methyl-1-[1-methyl-4-(2,2,4-trimethyl-1,3-dioxolan-4-yl)butyl]-1H-inden-4-ol), [Cr](=O)(=O)([O-])Cl.[NH+]1=C(C=CC=C1)C1=[NH+]C=CC=C1.[Cr](=O)(=O)([O-])Cl (2,2'-bipyridinium chlorochromate), CC(C)O (2-propanol), [Cr](=O)(=O)([O-])Cl.[NH+]1=C(C=CC=C1)C1=[NH+]C=CC=C1.[Cr](=O)(=O)([O-])Cl (2,2'-bipyridinium chlorochromate), C(C)(=O)[O-].[Na+] (sodium acetate). Solvent: C(Cl)Cl (methylene chloride), O (water), C(Cl)Cl (methylene chloride). Run at time 2 hour. Yields the product CC12CCCC(C2CCC1C(CCCC1(OC(OC1)(C)C)C)C)=O (octahydro-7a-methyl-1-[1-methyl-4-(2,2,4-trimethyl-1,3-dioxolan-4-yl)-butyl]-4H-inden-4-one). The yield is 90.0%. RXN SMILES: [Cr](Cl)([O-])(=O)=O.[NH+]1C=CC=CC=1C1C=CC=C[NH+]=1.[Cr](Cl)([O-])(=O)=O.C([O-])(=O)C.[Na+].[CH3:28][C:29]12[CH:37]([CH:38]([CH3:50])[CH2:39][CH2:40][CH2:41][C:42]3([CH3:49])[CH2:46][O:45][C:44]([CH3:48])([CH3:47])[O:43]3)[CH2:36][CH2:35][CH:34]1[CH:33]([OH:51])[CH2:32][CH2:31][CH2:30]2.CC(O)C>C(Cl)Cl.O>[CH3:28][C:29]12[CH:37]([CH:38]([CH3:50])[CH2:39][CH2:40][CH2:41][C:42]3([CH3:49])[CH2:46][O:45][C:44]([CH3:48])([CH3:47])[O:43]3)[CH2:36][CH2:35][CH:34]1[C:33](=[O:51])[CH2:32][CH2:31][CH2:30]2 |f:0.1.2,3.4|. Reported procedure: To a suspension of 1.720 g of 2,2'-bipyridinium chlorochromate and 0.860 g of anhydrous sodium acetate in 10 ml of methylene chloride, was added a solution of 0.500 g of [1R-[1β(R*,S*),3aα,4β,7aβ]]-octahydro-7a-methyl-1-[1-methyl-4-(2,2,4-trimethyl-1,3-dioxolan-4-yl)butyl]-1H-inden-4-ol in 5 ml of methylene chloride and the mixture obtained stirred at room temperature for 2 hours. Additional 0.800 g of 2,2'-bipyridinium chlorochromate was then added and the stirring continued for an additional 2... The reactants are C(C)OC(=O)C1=CN(C2=C(C(=C(C=C2C1=O)F)N1CCNCC1)F)C(C)(C)C (7-piperazinyl-1-(1,1 dimethylethyl)-1,4-dihydro-6,8-difluoro-4-oxo-3-quinolinecarboxylic acid ethyl ester), [OH-].[Na+] (NaOH). Yields the product N1(CCNCC1)C1=C(C=C2C(C(=CN(C2=C1F)C(C)(C)C)C(=O)O)=O)F (7-PIPERAZINYL-1-(1,1-DIMETHYLETHYL)-1,4-DIHYDRO-6,8-DIFLUORO-4-OXO-3-QUINOLINECARBOXYLIC ACID). Isolated yield 78.5%. As a reaction SMILES: C([O:3][C:4]([C:6]1[C:15](=[O:16])[C:14]2[C:9](=[C:10]([F:24])[C:11]([N:18]3[CH2:23][CH2:22][NH:21][CH2:20][CH2:19]3)=[C:12]([F:17])[CH:13]=2)[N:8]([C:25]([CH3:28])([CH3:27])[CH3:26])[CH:7]=1)=[O:5])C.[OH-].[Na+]>>[N:18]1([C:11]2[C:10]([F:24])=[C:9]3[C:14]([C:15](=[O:16])[C:6]([C:4]([OH:5])=[O:3])=[CH:7][N:8]3[C:25]([CH3:28])([CH3:27])[CH3:26])=[CH:13][C:12]=2[F:17])[CH2:23][CH2:22][NH:21][CH2:20][CH2:19]1 |f:1.2|. Procedure details: 0.805 g (2,04 mmoles) of 7-piperazinyl-1-(1,1 dimethylethyl)-1,4-dihydro-6,8-difluoro-4-oxo-3-quinolinecarboxylic acid ethyl ester was hydrolyzed with 1,05 mL 2N NaOH for two hours. The solution was evaporated to dryness neutralized with 5% acetic acid (pH 7.0). The solid was filtered to give 0.585 g of titled compound. Reactants: COC(=O)c1ccc2c(C3CCCCC3)c3n(c2c1)CCC(=O)N(CCN(C)C)c1ccccc1-3, ClCCl. Product: CN(C)CCN1C(=O)CCn2c(c(C3CCCCC3)c3ccc(C(=O)O)cc32)-c2ccccc21. Reaction SMILES: [CH:1]1([c:7]2[c:8]3[cH:9][cH:10][c:11]([C:32](=[O:33])[O:34][CH3:35])[cH:12][c:13]3[n:14]3[c:21]2-[c:20]2[c:19]([cH:25][cH:24][cH:23][cH:22]2)[N:18]([CH2:26][CH2:27][N:28]([CH3:29])[CH3:30])[C:17](=[O:31])[CH2:16][CH2:15]3)[CH2:2][CH2:3][CH2:4][CH2:5][CH2:6]1.[Cl:36][CH2:37][Cl:38]>>[CH:1]1([c:7]2[c:8]3[cH:9][cH:10][c:11]([C:32](=[O:33])[OH:34])[cH:12][c:13]3[n:14]3[c:21]2-[c:20]2[c:19]([cH:25][cH:24][cH:23][cH:22]2)[N:18]([CH2:26][CH2:27][N:28]([CH3:29])[CH3:30])[C:17](=[O:31])[CH2:16][CH2:15]3)[CH2:2][CH2:3][CH2:4][CH2:5][CH2:6]1.